This data is from the Open Reaction Database (ORD), a public repository of structured organic reaction records. The task is: describe an organic reaction: reactants, conditions, products, and yield Reactants: C(CCC)[Sn](C=C)(CCCC)CCCC (tributyl(vinyl)stannane), BrC=1C=C(C=CC1)CC(=O)OCC (ethyl 2-(3-bromophenyl)acetate), CCOC(=O)C (EtOAc). The reagents and catalysts are [Pd].C1(=CC=CC=C1)P(C1=CC=CC=C1)C1=CC=CC=C1.C1(=CC=CC=C1)P(C1=CC=CC=C1)C1=CC=CC=C1.C1(=CC=CC=C1)P(C1=CC=CC=C1)C1=CC=CC=C1.C1(=CC=CC=C1)P(C1=CC=CC=C1)C1=CC=CC=C1 (tetrakis (triphenylphosphine) palladium). The solvent is CN(C)C=O (DMF). Reaction conditions: temperature 110 celsius, time 8 hour. The product is C(=C)C=1C=C(C=CC1)CC(=O)OCC (ethyl 2-(3-vinylphenyl)acetate). The yield is 54.0%. As a reaction SMILES: Br[C:2]1[CH:3]=[C:4]([CH2:8][C:9]([O:11][CH2:12][CH3:13])=[O:10])[CH:5]=[CH:6][CH:7]=1.[CH2:14]([Sn](CCCC)(CCCC)C=C)[CH2:15]CC.CCOC(C)=O>CN(C=O)C.[Pd].C1(P(C2C=CC=CC=2)C2C=CC=CC=2)C=CC=CC=1.C1(P(C2C=CC=CC=2)C2C=CC=CC=2)C=CC=CC=1.C1(P(C2C=CC=CC=2)C2C=CC=CC=2)C=CC=CC=1.C1(P(C2C=CC=CC=2)C2C=CC=CC=2)C=CC=CC=1>[CH:14]([C:2]1[CH:3]=[C:4]([CH2:8][C:9]([O:11][CH2:12][CH3:13])=[O:10])[CH:5]=[CH:6][CH:7]=1)=[CH2:15] |f:4.5.6.7.8|. Procedure details: To a mixture of ethyl 2-(3-bromophenyl)acetate (1.5 g, 6.1 mmol) in anhydrous DMF (15 mL) was added tributyl(vinyl)stannane (2.1 mL, 7.4 mmol) and tetrakis (triphenylphosphine) palladium (400 mg, 0.5 mmol) under nitrogen atmosphere. The resulting mixture was stirred at 110° C. for 8 hours. Followed a standard aqueous/EtOAc workup. Purified by silica gel column chromatography (petroleum: ether/ethyl acetate=15:1) (640 mg, yield 54%). Reactants: Cl.ClC1=CN=C(C2=CC(=CC=C12)S(=O)(=O)N1[C@H](C(=O)O)CCC1)NC(=N)N (N-[(4-Chloro-1-guanidino-7-isoquinolinyl)sulphonyl]-L-proline hydrochloride), Cl.NC(=N)N (guanidine hydrochloride), C(C)(C)(C)OC([C@H]1N(CCC1)NS(=O)(=O)C1=CC=C2C(=CN=C(C2=C1)Cl)Cl)=O (1-{[(1,4-dichloro-7-isoquinolinyl)sulphonyl]amino}-L-proline t-butyl ester). Solvent: COCCOC (DME), COCCOC (DME). Reaction conditions: temperature 60 celsius. The product is C(C)(C)(C)OC([C@H]1N(CCC1)S(=O)(=O)C1=CC=C2C(=CN=C(C2=C1)NC(=N)N)Cl)=O (N-[(4-chloro-1-guanidino-7-isoquinolinyl)sulphonyl]-L-proline t-butyl ester). Isolated yield 69.6%. As a reaction SMILES: Cl.[Cl:2][C:3]1[C:12]2[C:7](=[CH:8][C:9]([S:13]([N:16]3[CH2:23][CH2:22][CH2:21][C@H:17]3[C:18]([OH:20])=[O:19])(=[O:15])=[O:14])=[CH:10][CH:11]=2)[C:6]([NH:24][C:25]([NH2:27])=[NH:26])=[N:5][CH:4]=1.Cl.NC(N)=N.[C:33](OC(=O)[C@@H]1CCCN1NS(C1C=C2C(C(Cl)=CN=C2Cl)=CC=1)(=O)=O)([CH3:36])([CH3:35])[CH3:34]>COCCOC>[C:33]([O:19][C:18](=[O:20])[C@@H:17]1[CH2:21][CH2:22][CH2:23][N:16]1[S:13]([C:9]1[CH:8]=[C:7]2[C:12]([C:3]([Cl:2])=[CH:4][N:5]=[C:6]2[NH:24][C:25]([NH2:27])=[NH:26])=[CH:11][CH:10]=1)(=[O:15])=[O:14])([CH3:36])([CH3:35])[CH3:34] |f:0.1,2.3|. Reported procedure: N-[(4-Chloro-1-guanidino-7-isoquinolinyl)sulphonyl]-L-proline hydrochloride ##STR40## NaH (35 mg, 80% dispersion by wt in mineral oil, 1.16 mmol) was added in one portion to a stirred solution of guanidine hydrochloride (177 mg, 1.85 mmol) in DME (5 mL) and the mixture was heated at 60° C. under N2 for 45 min. A solution of 1-{[(1,4-dichloro-7-isoquinolinyl)sulphonyl]amino}-L-proline t-butyl ester (200 mg, 0.46 mmol) in DME (2 mL) was added and the mixture heated at 95° C. for 4 h. The solvents ... Reactants: FC1=CC=C(C=C1)C=1C(=C(N2C1C1=CC=CC=C1C=N2)C(C)C)/C=C/C(CC(CC(=O)OCC)=O)O (ethyl (E)-7-{1-(4-fluorophenyl)-3-isopropylpyrrolo[2,1-a]phthalazin-2-yl}-5- hydroxy-3-oxohept-6-enoate), [BH4-].[Na+] (sodium borohydride). Solvent: CO (methanol). Run at time 3 hour. Product: FC1=CC=C(C=C1)C=1C(=C(N2C1C1=CC=CC=C1C=N2)C(C)C)/C=C/C(CC(CC(=O)OC)O)O (methyl (E)-7-{1-(4-fluorophenyl)-3-isopropylpyrrolo[2,1-a]-phthalazin-2-yl}-3,5-dihydroxyhept-6-enoate). As a reaction SMILES: [F:1][C:2]1[CH:7]=[CH:6][C:5]([C:8]2[C:9](/[CH:24]=[CH:25]/[CH:26]([OH:36])[CH2:27][C:28](=[O:35])[CH2:29][C:30]([O:32][CH2:33]C)=[O:31])=[C:10]([CH:21]([CH3:23])[CH3:22])[N:11]3[N:20]=[CH:19][C:18]4[C:13](=[CH:14][CH:15]=[CH:16][CH:17]=4)[C:12]=23)=[CH:4][CH:3]=1.[BH4-].[Na+]>CO>[F:1][C:2]1[CH:7]=[CH:6][C:5]([C:8]2[C:9](/[CH:24]=[CH:25]/[CH:26]([OH:36])[CH2:27][CH:28]([OH:35])[CH2:29][C:30]([O:32][CH3:33])=[O:31])=[C:10]([CH:21]([CH3:23])[CH3:22])[N:11]3[N:20]=[CH:19][C:18]4[C:13](=[CH:14][CH:15]=[CH:16][CH:17]=4)[C:12]=23)=[CH:4][CH:3]=1 |f:1.2|. Procedure: A stirred solution of ethyl (E)-7-{1-(4-fluorophenyl)-3-isopropylpyrrolo[2,1-a]phthalazin-2-yl}-5- hydroxy-3-oxohept-6-enoate (3.98 g) in methanol (120 ml) under an argon atmosphere at 0°-5° C. was treated with sodium borohydride (243 mg). After 3 hours the solution was allowed to warm to room temperature, and was then evaporated to small volume (20 ml). The solution was treated with water (300 ml), and extracted with a mixture of diethyl ether and ethyl acetate (2×250 ml; 1:1 v/v). The combined... Reactants: CCCC(=O)c1cnc2c(C)cccc2c1Cl, Cc1ccccc1N, C1CCOC1. Product: CCCC(=O)c1cnc2c(C)cccc2c1Nc1ccccc1C. RXN SMILES: [C:1]([CH2:2][CH2:3][CH3:4])(=[O:5])[c:6]1[cH:7][n:8][c:9]2[c:10]([CH3:17])[cH:11][cH:12][cH:13][c:14]2[c:15]1[Cl:16].[CH3:18][c:19]1[c:20]([NH2:21])[cH:22][cH:23][cH:24][cH:25]1.[O:26]1[CH2:27][CH2:28][CH2:29][CH2:30]1>>[C:1]([CH2:2][CH2:3][CH3:4])(=[O:5])[c:6]1[cH:7][n:8][c:9]2[c:10]([CH3:17])[cH:11][cH:12][cH:13][c:14]2[c:15]1[NH:21][c:20]1[c:19]([CH3:18])[cH:25][cH:24][cH:23][cH:22]1. Starting materials: Cl, Cl, Cl, NC1CCC(CCN2CCN(c3nccc4c3OCC4)CC2)CC1, O=C(O)C1(O)CC1. The product is O=C(NC1CCC(CCN2CCN(c3nccc4c3OCC4)CC2)CC1)C1(O)CC1. As a reaction SMILES: [ClH:1].[ClH:2].[ClH:3].[O:4]1[CH2:5][CH2:6][c:7]2[c:8]1[c:9]([N:13]1[CH2:14][CH2:15][N:16]([CH2:19][CH2:20][CH:21]3[CH2:22][CH2:23][CH:24]([NH2:27])[CH2:25][CH2:26]3)[CH2:17][CH2:18]1)[n:10][cH:11][cH:12]2.[OH:28][C:29]1([C:32](=[O:33])[OH:34])[CH2:30][CH2:31]1>>[O:4]1[CH2:5][CH2:6][c:7]2[c:8]1[c:9]([N:13]1[CH2:14][CH2:15][N:16]([CH2:19][CH2:20][CH:21]3[CH2:22][CH2:23][CH:24]([NH:27][C:32]([C:29]4([OH:28])[CH2:30][CH2:31]4)=[O:33])[CH2:25][CH2:26]3)[CH2:17][CH2:18]1)[n:10][cH:11][cH:12]2. Conditions: time 15 minute. The yield is 26.8%. Reaction SMILES: [CH:1]([CH2:3][C:4]([OH:6])=O)=[CH2:2].C(Cl)(=O)C(Cl)=O.[N:13]1[C:22]2[C:17](=[CH:18][CH:19]=[CH:20][CH:21]=2)[N:16]=[CH:15][C:14]=1[C:23]1[CH:24]=[C:25]([NH2:29])[CH:26]=[CH:27][CH:28]=1.C(N(C(C)C)CC)(C)C>C(Cl)Cl.C1COCC1.C(OCC)(=O)C.CN(C=O)C>[N:13]1[C:22]2[C:17](=[CH:18][CH:19]=[CH:20][CH:21]=2)[N:16]=[CH:15][C:14]=1[C:23]1[CH:24]=[C:25]([NH:29][C:4](=[O:6])[CH2:3][CH:1]=[CH2:2])[CH:26]=[CH:27][CH:28]=1. Run in C(Cl)Cl (DCM), CN(C)C=O (DMF), C(C)(=O)OCC (ethyl acetate), C1CCOC1 (THF). Reactants: C(=C)CC(=O)O (vinylacetic acid), C(C(=O)Cl)(=O)Cl (oxalyl chloride), N1=C(C=NC2=CC=CC=C12)C=1C=C(C=CC1)N ((3-quinoxalin-2-ylphenyl)amine), C(C)(C)N(CC)C(C)C (diisopropylethylamine). The product is N1=C(C=NC2=CC=CC=C12)C=1C=C(C=CC1)NC(CC=C)=O (N-(3-(quinoxalin-2-yl)phenyl)but-3-enamide). Procedure details: To a solution of vinylacetic acid (43 μL, 0.497 mmol) and oxalyl chloride (48 μL, 0.542 mmol) in DCM (5 mL), a drop of DMF was added using a Pasteur pipette. The colourless solution was stirred at room temperature for 15 min, and a solution of (3-quinoxalin-2-ylphenyl)amine (100 mg, 0.452 mmol) and diisopropylethylamine (DIEA, 90 μL, 0.542 mmol) in THF (5 mL) was added. The resulting slurry was stirred at room temperature for 24 hrs, the reaction mixture was then diluted with ethyl acetate (30 m...